From a dataset of the Open Reaction Database (ORD), a public repository of structured organic reaction records. describe an organic reaction: reactants, conditions, products, and yield Reactants: C(#N)C=1C(=C2C=CN(C2=CC1)CC(NO)=N)C(F)(F)F (2-[5-cyano-4-(trifluoromethyl)-1H-indol-1-yl]-N-hydroxyethanimidamide), CC1=NOC(=C1C(=O)O)C(F)(F)F (3-methyl-5-(trifluoromethyl)-4-isoxazolecarboxylic acid). The product is CC1=NOC(=C1C1=NC(=NO1)CN1C=CC2=C(C(=CC=C12)C#N)C(F)(F)F)C(F)(F)F (1-({5-[3-Methyl-5-(trifluoromethyl)-4-isoxazolyl]-1,2,4-oxadiazol-3-yl}methyl)-4-(trifluoromethyl)-1H-indole-5-carbonitrile). Reaction SMILES: [C:1]([C:3]1[C:4]([C:17]([F:20])([F:19])[F:18])=[C:5]2[C:9](=[CH:10][CH:11]=1)[N:8]([CH2:12][C:13](=[NH:16])[NH:14][OH:15])[CH:7]=[CH:6]2)#[N:2].[CH3:21][C:22]1[C:26]([C:27](O)=O)=[C:25]([C:30]([F:33])([F:32])[F:31])[O:24][N:23]=1>>[CH3:21][C:22]1[C:26]([C:27]2[O:15][N:14]=[C:13]([CH2:12][N:8]3[C:9]4[C:5](=[C:4]([C:17]([F:19])([F:20])[F:18])[C:3]([C:1]#[N:2])=[CH:11][CH:10]=4)[CH:6]=[CH:7]3)[N:16]=2)=[C:25]([C:30]([F:32])([F:33])[F:31])[O:24][N:23]=1. Reported procedure: Synthesized as described in Example 72 from 2-[5-cyano-4-(trifluoromethyl)-1H-indol-1-yl]-N-hydroxyethanimidamide and 3-methyl-5-(trifluoromethyl)-4-isoxazolecarboxylic acid: MS (ESI): m/z 442 (M+1).